From a dataset of the Open Reaction Database (ORD), a public repository of structured organic reaction records. describe an organic reaction: reactants, conditions, products, and yield Starting materials: C(C)(C)(C)OC(N[C@@H](CO)C=C(CP(=O)(OC)OC)C)=O (N-((2R)-5-dimethylphosphono-1-hydroxy-4-methyl-3-penten-2-yl)-carbamic acid tert.-butyl ester), C(O)([O-])=O.[Na+] (sodium hydrogen carbonate), O=O (oxygen). Reagents/catalysts: [Pt]=O (platinum oxide), [Pt] (platinum). The solvent is O (water), O (water), O1CCOCC1 (dioxane). Yields the product C(C)(C)(C)OC(=O)N[C@@H](C(=O)O)C=C(CP(=O)(OC)OC)C ((2R)-2-tert.-butoxycarbonylamino-5-dimethylphosphono-4-methyl-3-pentenoicacid). The yield is 22.7%. Reaction SMILES: [C:1]([O:5][C:6](=[O:21])[NH:7][C@H:8]([CH:11]=[C:12]([CH3:20])[CH2:13][P:14]([O:18][CH3:19])([O:16][CH3:17])=[O:15])[CH2:9][OH:10])([CH3:4])([CH3:3])[CH3:2].C(=O)([O-])[OH:23].[Na+].O=O>O.O1CCOCC1.[Pt].[Pt]=O>[C:1]([O:5][C:6]([NH:7][C@H:8]([CH:11]=[C:12]([CH3:20])[CH2:13][P:14]([O:16][CH3:17])([O:18][CH3:19])=[O:15])[C:9]([OH:23])=[O:10])=[O:21])([CH3:3])([CH3:4])[CH3:2] |f:1.2|. Reported procedure: To a solution of 0.66 g of 8 and 0.2 g of sodium hydrogen carbonate in 20 ml of water and 2 ml of dioxane there is added a suspension of platinum prepared by hydrogenation of 313 mg of platinum oxide in 50 ml of water. In a cylindrical apparatus, oxygen is passed through the mixture from bottom to top at 55° by means of a glass frit, with vigorous stirring. The mixture is filtered and washed with water, and the filtrate is extracted five times with 100-150 ml of ethyl acetate each time. Concentr... Starting materials: Brc1ccc2occc2c1, N#Cc1ccc(-n2ccnc2)cc1. Reagents/catalysts: CC(C)(C)c1ccc(-c2ccc(C(C)(C)C)cc2)cc1 (4,4'-di-tert-butylbiphenyl), CC(C)(C)C(=O)[O-].[K+] (KOPiv), Cl[Pd]CC=C.C=CC[Pd]Cl ([Pd(allyl)Cl]2), CN(C)c1ccc(P(C2CCCCC2)C2CCCCC2)cc1 (A-caPhos). Solvent: CC(=O)N(C)C (DMA), CC(=O)N(C)C (DMA), CC(=O)N(C)C (DMA). Reaction conditions: temperature 120 celsius, time 24 hour. The product is N#Cc1ccc(-n2cncc2-c2ccc3occc3c2)cc1. Isolated yield 1.0%. Reactants: CC=1N=C(SC1C(C)=O)N1CCOCC1 (1-(4-methyl-2-morpholin-4-yl-thiazol-5-yl)-ethanone), 3-dimethylamino-1-(4-methyl-2-morpholin-4-yl-thiazol-5-yl)-propenone, enaminone, BrC(C(C)=O)C(C)=O (3-bromo-pentane-2,4-dione), COC(OC)N(C)C (dimethoxymethyl-dimethyl-amine), [N+](=O)(O)[O-].OC=1C=C(C=CC1)NC(=N)N (N-(3-hydroxy-phenyl)-guanidine nitrate). RXN SMILES: [CH3:1][C:2]1[N:3]=[C:4]([N:10]2[CH2:15][CH2:14][O:13][CH2:12][CH2:11]2)[S:5][C:6]=1[C:7](=O)[CH3:8].Br[CH:17](C(=O)C)C(=O)C.COC(N(C)C)OC.[N+]([O-])(O)=O.[OH:36][C:37]1[CH:38]=[C:39]([NH:43][C:44]([NH2:46])=[NH:45])[CH:40]=[CH:41][CH:42]=1>>[CH3:1][C:2]1[N:3]=[C:4]([N:10]2[CH2:15][CH2:14][O:13][CH2:12][CH2:11]2)[S:5][C:6]=1[C:7]1[CH:8]=[CH:17][N:46]=[C:44]([NH:43][C:39]2[CH:38]=[C:37]([OH:36])[CH:42]=[CH:41][CH:40]=2)[N:45]=1 |f:3.4|. Procedure details: A solution of morpholine-4-carbonitrile (10 g, 89.19 mmol) in EtOH (65 mL) was cooled on an ice bath. Anhydrous NH3 was bubbled through the solution for 5 min, followed by hydrogen sulfide. Soon after the introduction of H2S a white precipitate was observed. After the addition of both gases for 45 min NH3 addition was stopped and H2S continued for a further 15 minutes. The resulting precipitate was collected, washed with cold water, MeOH and dried under high vacuum to afford morpholine-4-carboth... Yields the product CC=1N=C(SC1C1=NC(=NC=C1)NC=1C=C(C=CC1)O)N1CCOCC1 (3-[4-(4-Methyl-2-morpholin-4-yl-thiazol-5-yl)-pyrimidin-2-ylamino]-phenol). Reactants: COC(=O)C=1N=C2N(C(C1OC(C)=O)=O)C1=C(N2CCN2CCN(CC2)C(=O)OC(C)(C)C)C=CC=C1 (3-Acetoxy-10-[2-(4-tert-butoxycarbonyl-piperazin-1-yl)-ethyl]-4-oxo-4,10-dihydro-benzo[4,5]imidazo[1,2-a]pyrimidine-2-carboxylic acid methyl ester), FC(C(=O)O)(F)F (trifluoroacetic acid). Procedure details: 3-Acetoxy-10-[2-(4-tert-butoxycarbonyl-piperazin-1-yl)-ethyl]-4-oxo-4,10-dihydro-benzo[4,5]imidazo[1,2-a]pyrimidine-2-carboxylic acid methyl ester (33 mg, 0.064 mmol) was treated with trifluoroacetic acid (0.20 mL) and stirred for one hour at room temperature. After this time, the mixture was concentrated and the crude residue was the desired product (27 mg, 100%). Run at time 1 hour. The product is COC(=O)C=1N=C2N(C(C1OC(C)=O)=O)C1=C(N2CCN2CCNCC2)C=CC=C1 (3-Acetoxy-4-oxo-10-(2-piperazin-1-yl-ethyl)-4,10-dihydro-benzo[4,5]imidazo[1,2-a]pyrimidine-2-carboxylic acid methyl ester). Reaction SMILES: [CH3:1][O:2][C:3]([C:5]1[N:6]=[C:7]2[N:18]([CH2:19][CH2:20][N:21]3[CH2:26][CH2:25][N:24](C(OC(C)(C)C)=O)[CH2:23][CH2:22]3)[C:17]3[CH:34]=[CH:35][CH:36]=[CH:37][C:16]=3[N:8]2[C:9](=[O:15])[C:10]=1[O:11][C:12](=[O:14])[CH3:13])=[O:4].FC(F)(F)C(O)=O>>[CH3:1][O:2][C:3]([C:5]1[N:6]=[C:7]2[N:18]([CH2:19][CH2:20][N:21]3[CH2:22][CH2:23][NH:24][CH2:25][CH2:26]3)[C:17]3[CH:34]=[CH:35][CH:36]=[CH:37][C:16]=3[N:8]2[C:9](=[O:15])[C:10]=1[O:11][C:12](=[O:14])[CH3:13])=[O:4]. The reactants are C(CC)N1CCC(CC1)=O (1-propyl-4-piperidinone), COC=1C=C2CCNCC2=CC1[N+](=O)[O-] (6-(methyloxy)-7-nitro-1,2,3,4-tetrahydroisoquinoline), C(C)(=O)O (acetic acid), C(C)(=O)O[BH-](OC(C)=O)OC(C)=O.[Na+] (Sodium triacetoxyborohydride). Run in ClCCCl (1,2-dichloroethane), C(C)N(CC)CC (triethylamine). Conditions: time 30 minute. Product: COC=1C=C2CCN(CC2=CC1[N+](=O)[O-])C1CCN(CC1)CCC (6-(methyloxy)-7-nitro-2-(1-propyl-4-piperidinyl)-1,2,3,4-tetrahydroisoquinoline). The yield is 89.4%. As a reaction SMILES: [CH2:1]([N:4]1[CH2:9][CH2:8][C:7](=O)[CH2:6][CH2:5]1)[CH2:2][CH3:3].[CH3:11][O:12][C:13]1[CH:14]=[C:15]2[C:20](=[CH:21][C:22]=1[N+:23]([O-:25])=[O:24])[CH2:19][NH:18][CH2:17][CH2:16]2.C(O)(=O)C.C(O[BH-](OC(=O)C)OC(=O)C)(=O)C.[Na+]>ClCCCl.C(N(CC)CC)C>[CH3:11][O:12][C:13]1[CH:14]=[C:15]2[C:20](=[CH:21][C:22]=1[N+:23]([O-:25])=[O:24])[CH2:19][N:18]([CH:7]1[CH2:8][CH2:9][N:4]([CH2:1][CH2:2][CH3:3])[CH2:5][CH2:6]1)[CH2:17][CH2:16]2 |f:3.4|. Procedure: A mixture of 1-propyl-4-piperidinone (01.25 mL, 8.3 mmol), 6-(methyloxy)-7-nitro-1,2,3,4-tetrahydroisoquinoline (1.0 g, 4.8 mmol), acetic acid (0.55 mL) and triethylamine (1.3 mL) in 1,2-dichloroethane (5 mL) was stirred for 30 minutes. Sodium triacetoxyborohydride (1.8 g, 2.8 mmol) was added. After stirring for 12 hours the reaction was quenched by the addition of saturated NaHCO3 (aq). The reaction was diluted with dichloromethane and the layers were separated. The aqueous phase was extracted ...